This data is from the Open Reaction Database (ORD), a public repository of structured organic reaction records. The task is: describe an organic reaction: reactants, conditions, products, and yield Reactants: COC(=O)NN, O=C1CCc2ccccc21, CC(=O)O, CO. The product is COC(=O)NN=C1CCc2ccccc21. RXN SMILES: [C:15]([NH:16][NH2:17])(=[O:18])[O:19][CH3:20].[C:1]1(=[O:10])[CH2:2][CH2:3][c:4]2[cH:5][cH:6][cH:7][cH:8][c:9]21.[CH3:11][C:12](=[O:13])[OH:14].[CH3:21][OH:22]>>[C:1]1(=[N:17][NH:16][C:15](=[O:18])[O:19][CH3:20])[CH2:2][CH2:3][c:4]2[cH:5][cH:6][cH:7][cH:8][c:9]21.